The task is: describe an organic reaction: reactants, conditions, products, and yield. This data is from the Open Reaction Database (ORD), a public repository of structured organic reaction records. Reactants: CCCCC([Sn])=C(CCCC)CCCC, O=C(OCc1ccccc1)n1cc(I)cn1, CC#N, [F-], [K+], O=C(C=Cc1ccccc1)C=Cc1ccccc1, O=C(C=Cc1ccccc1)C=Cc1ccccc1, O=C(C=Cc1ccccc1)C=Cc1ccccc1, [Pd], [Pd]. Yields the product C=Cc1cnn(C(=O)OCc2ccccc2)c1. As a reaction SMILES: [CH2:17]([CH2:18][CH2:30][CH3:31])[C:19]([Sn:20])=[C:21]([CH2:22][CH2:23][CH2:24][CH3:25])[CH2:26][CH2:27][CH2:28][CH3:29].[CH2:1]([c:2]1[cH:3][cH:4][cH:5][cH:6][cH:7]1)[O:8][C:9](=[O:10])[n:11]1[n:12][cH:13][c:14]([I:16])[cH:15]1.[CH3:34][C:35]#[N:36].[F-:32].[K+:33].[O:39]=[C:40]([CH:41]=[CH:42][c:43]1[cH:44][cH:45][cH:46][cH:47][cH:48]1)[CH:49]=[CH:50][c:51]1[cH:52][cH:53][cH:54][cH:55][cH:56]1.[O:57]=[C:58]([CH:59]=[CH:60][c:61]1[cH:62][cH:63][cH:64][cH:65][cH:66]1)[CH:67]=[CH:68][c:69]1[cH:70][cH:71][cH:72][cH:73][cH:74]1.[O:75]=[C:76]([CH:77]=[CH:78][c:79]1[cH:80][cH:81][cH:82][cH:83][cH:84]1)[CH:85]=[CH:86][c:87]1[cH:88][cH:89][cH:90][cH:91][cH:92]1.[Pd:37].[Pd:38]>>[CH2:1]([c:2]1[cH:3][cH:4][cH:5][cH:6][cH:7]1)[O:8][C:9](=[O:10])[n:11]1[n:12][cH:13][c:14]([CH:17]=[CH2:18])[cH:15]1. Starting materials: ClC=1C=C(C=CC1S(=O)(=O)C)C(C(=O)O)CC1CCCC1 (2-(3-chloro-4-methanesulfonyl-phenyl)-3-cyclopentyl-propionic acid), NC1=NC2=CC=CC=C2C=C1 (2-aminoquinoline), N1=CC=CC=C1 (pyridine), solution, C(C(=O)Cl)(=O)Cl (oxalyl chloride). The reagents and catalysts are CN(C=O)C (N,N-dimethylformamide). Solvent: C(Cl)Cl (methylene chloride), O (water), CN(C=O)C (N,N-dimethylformamide), C(Cl)Cl (methylene chloride). Conditions: temperature 0 celsius, time 30 minute. Product: hexanes ethyl acetate, ClC=1C=C(C=CC1S(=O)(=O)C)C(C(=O)NC1=NC2=CC=CC=C2C=C1)CC1CCCC1 (2-(3-chloro-4-methanesulfonyl-phenyl)-3-cyclopentyl-N-quinolin-2-yl-propionamide). Yield: 67.1%. Reaction SMILES: [Cl:1][C:2]1[CH:3]=[C:4]([CH:12]([CH2:16][CH:17]2[CH2:21][CH2:20][CH2:19][CH2:18]2)[C:13]([OH:15])=O)[CH:5]=[CH:6][C:7]=1[S:8]([CH3:11])(=[O:10])=[O:9].C(Cl)(=O)C(Cl)=O.[NH2:28][C:29]1[CH:38]=[CH:37][C:36]2[C:31](=[CH:32][CH:33]=[CH:34][CH:35]=2)[N:30]=1.N1C=CC=CC=1>C(Cl)Cl.CN(C)C=O.O>[Cl:1][C:2]1[CH:3]=[C:4]([CH:12]([CH2:16][CH:17]2[CH2:21][CH2:20][CH2:19][CH2:18]2)[C:13]([NH:28][C:29]2[CH:38]=[CH:37][C:36]3[C:31](=[CH:32][CH:33]=[CH:34][CH:35]=3)[N:30]=2)=[O:15])[CH:5]=[CH:6][C:7]=1[S:8]([CH3:11])(=[O:9])=[O:10]. Reported procedure: A solution of 2-(3-chloro-4-methanesulfonyl-phenyl)-3-cyclopentyl-propionic acid (prepared as in Example 16, 50 mg, 0.15 mmol) in methylene chloride (1 mL) was treated with N,N-dimethylformamide (1 drop) and then cooled to 0° C. The reaction mixture was then treated dropwise with a 2M solution of oxalyl chloride in methylene chloride (0.11 mL, 0.23 mmol) and stirred at 0° C. for 30 min. The reaction mixture was then treated with a solution of 2-aminoquinoline (33 mg, 0.23 mmol) and pyridine (0.0... Reactants: C1(CC1)[Mg]Br (cyclopropylmagnesium bromide), resultant mixture, ClC1=NC=CC(=C1)C1=NN(C2=CC=C(C=C12)[N+](=O)[O-])C(C1=CC=CC=C1)(C1=CC=CC=C1)C1=CC=CC=C1 (3-(2-Chloro-pyridin-4-yl)-5-nitro-1-trityl-1H-indazole). The reagents and catalysts are [Cl-].[Cl-].[Zn+2] (ZnCl2), CC(C)([P](C(C)(C)C)([Pd][P](C(C)(C)C)(C(C)(C)C)C(C)(C)C)C(C)(C)C)C (Pd[P(tBu)3]2). The solvent is CN1CCCC1=O (NMP). Run at time 5 minute. The product is C1(CC1)C1=NC=CC(=C1)C1=NN(C2=CC=C(C=C12)[N+](=O)[O-])C(C1=CC=CC=C1)(C1=CC=CC=C1)C1=CC=CC=C1 (3-(2-Cyclopropyl-pyridin-4-yl)-5-nitro-1-trityl-1H-indazole). The yield is 37.9%. As a reaction SMILES: [CH:1]1([Mg]Br)[CH2:3][CH2:2]1.Cl[C:7]1[CH:12]=[C:11]([C:13]2[C:21]3[C:16](=[CH:17][CH:18]=[C:19]([N+:22]([O-:24])=[O:23])[CH:20]=3)[N:15]([C:25]([C:38]3[CH:43]=[CH:42][CH:41]=[CH:40][CH:39]=3)([C:32]3[CH:37]=[CH:36][CH:35]=[CH:34][CH:33]=3)[C:26]3[CH:31]=[CH:30][CH:29]=[CH:28][CH:27]=3)[N:14]=2)[CH:10]=[CH:9][N:8]=1>[Cl-].[Cl-].[Zn+2].CC(C)([P](C(C)(C)C)([Pd][P](C(C)(C)C)(C(C)(C)C)C(C)(C)C)C(C)(C)C)C.CN1C(=O)CCC1>[CH:1]1([C:9]2[CH:10]=[C:11]([C:13]3[C:21]4[C:16](=[CH:17][CH:18]=[C:19]([N+:22]([O-:24])=[O:23])[CH:20]=4)[N:15]([C:25]([C:26]4[CH:27]=[CH:28][CH:29]=[CH:30][CH:31]=4)([C:38]4[CH:39]=[CH:40][CH:41]=[CH:42][CH:43]=4)[C:32]4[CH:37]=[CH:36][CH:35]=[CH:34][CH:33]=4)[N:14]=3)[CH:12]=[CH:7][N:8]=2)[CH2:3][CH2:2]1 |f:2.3.4,^1:49,55|. Procedure details: To a tube under nitrogen was added 36.2 ml ZnCl2 (0.5 M in THF, 18.02 mmol) followed by cyclopropylmagnesium bromide (34 ml of 0.5 M in THF soln., 16 mmol). The resultant mixture was stirred for 20 min at r.t. NMP (23 ml) was added, stirred for 5 min followed by 3-(2-Chloro-pyridin-4-yl)-5-nitro-1-trityl-1H-indazole (5.5 gm, 10.6 mmol) and Pd[P(tBu)3]2 (0.108 gm, 0.22 mmol). The tube was sealed under nitrogen and stirred at 100 C for 18 hrs. The reaction mixture was then cooled and evaporated to... Starting materials: Cc1cc(C)nc(-n2c(C)ccc2C)c1, CC(C)I. Product: Cc1cc(CC(C)C)nc(-n2c(C)ccc2C)c1. RXN SMILES: [CH3:1][c:2]1[cH:3][c:4](-[n:9]2[c:10]([CH3:15])[cH:11][cH:12][c:13]2[CH3:14])[n:5][c:6]([CH3:8])[cH:7]1.[I:16][CH:17]([CH3:18])[CH3:19]>>[CH3:1][c:2]1[cH:3][c:4](-[n:9]2[c:10]([CH3:15])[cH:11][cH:12][c:13]2[CH3:14])[n:5][c:6]([CH2:8][CH:17]([CH3:18])[CH3:19])[cH:7]1. Reactants: reagent, C1(CCCC1)C(C(=O)OCC1=CC=CC=C1)O (benzyl 2-cyclopentyl-2-hydroxyacetate). Solvent: ClCCl (dichloromethane). Reaction conditions: time 15 hour. Yields the product O=C(C(=O)OCC1=CC=CC=C1)C1CCCC1 (Benzyl 2-keto-2-cyclopentylacetate). Yield: 90.7%. As a reaction SMILES: [CH:1]1([CH:6]([OH:17])[C:7]([O:9][CH2:10][C:11]2[CH:16]=[CH:15][CH:14]=[CH:13][CH:12]=2)=[O:8])[CH2:5][CH2:4][CH2:3][CH2:2]1>ClCCl>[O:17]=[C:6]([CH:1]1[CH2:5][CH2:4][CH2:3][CH2:2]1)[C:7]([O:9][CH2:10][C:11]1[CH:12]=[CH:13][CH:14]=[CH:15][CH:16]=1)=[O:8]. Reported procedure: A Dess-Martinn reagent (5.8 g, 13.67 mmol) was added to a solution of benzyl 2-cyclopentyl-2-hydroxyacetate (2.0 g, 8.54 mmol) in dichloromethane (30 ml) at room temperature, and the mixture was stirred for 15 hr. The reaction mixture was quenched with 10% sodium thiosulfate and extracted with dichloromethane. The organic layer was washed with saturated sodium bicarbonate and saturated brine and was dried over anhydrous magnesium sulfate, and the solvent was removed by distillation under reduced... Starting materials: OC1=CC=C(C=C1)C=1C=C2C=CC(=NC2=CC1)C(=O)OC (methyl 6-(4-hydroxyphenyl)-2-quinolinecarboxylate), C1(=CC=CC=C1)P(C1=CC=CC=C1)C1=CC=CC=C1 (triphenylphosphine), ClC1=C(C(=CC=C1)Cl)C1=NOC(=C1CO)[C@@H](CC)C ({3-(2,6-dichlorophenyl)-5-[(1R)-1-methylpropyl]-4-isoxazolyl}methanol), N(=NC(=O)OC(C)C)C(=O)OC(C)C (diisopropyl azodicarboxylate). The solvent is ClCCl (dichloromethane). Run at temperature 90 celsius. Yields the product ClC1=C(C(=CC=C1)Cl)C1=NOC(=C1COC1=CC=C(C=C1)C=1C=C2C=CC(=NC2=CC1)C(=O)OC)[C@@H](CC)C (methyl 6-{4-[({3-(2,6-dichlorophenyl)-5-[(1R)-1-methylpropyl]-4-isoxazolyl}methyl)oxy]phenyl}-2-quinolinecarboxylate). The yield is 51.2%. As a reaction SMILES: [OH:1][C:2]1[CH:7]=[CH:6][C:5]([C:8]2[CH:9]=[C:10]3[C:15](=[CH:16][CH:17]=2)[N:14]=[C:13]([C:18]([O:20][CH3:21])=[O:19])[CH:12]=[CH:11]3)=[CH:4][CH:3]=1.C1(P(C2C=CC=CC=2)C2C=CC=CC=2)C=CC=CC=1.[Cl:41][C:42]1[CH:47]=[CH:46][CH:45]=[C:44]([Cl:48])[C:43]=1[C:49]1[C:53]([CH2:54]O)=[C:52]([C@H:56]([CH3:59])[CH2:57][CH3:58])[O:51][N:50]=1.N(C(OC(C)C)=O)=NC(OC(C)C)=O>ClCCl>[Cl:48][C:44]1[CH:45]=[CH:46][CH:47]=[C:42]([Cl:41])[C:43]=1[C:49]1[C:53]([CH2:54][O:1][C:2]2[CH:7]=[CH:6][C:5]([C:8]3[CH:9]=[C:10]4[C:15](=[CH:16][CH:17]=3)[N:14]=[C:13]([C:18]([O:20][CH3:21])=[O:19])[CH:12]=[CH:11]4)=[CH:4][CH:3]=2)=[C:52]([C@H:56]([CH3:59])[CH2:57][CH3:58])[O:51][N:50]=1. Procedure details: To a solution of methyl 6-(4-hydroxyphenyl)-2-quinolinecarboxylate (154 mg, 0.550 mmol), triphenylphosphine (144 mg, 0.550 mmol) and {3-(2,6-dichlorophenyl)-5-[(1R)-1-methylpropyl]-4-isoxazolyl}methanol (150 mg, 0.500 mmol) in dichloromethane (1.5 mL) was added diisopropyl azodicarboxylate (0.099 mL, 0.550 mmol) dropwise. The solution was heated in a microwave reactor at 90° C. for 10 minutes. The solution was adsorbed onto silica gel and purified by chromatography (silica gel, 0-60% ethyl aceta...